The task is: describe an organic reaction: reactants, conditions, products, and yield. This data is from the Open Reaction Database (ORD), a public repository of structured organic reaction records. Reactants: OC1CCC(C2=CC=CC=C12)C(=O)OC (Methyl 4-hydroxy-1,2,3,4-tetrahydronaphthalene-1-carboxylate), P(Br)(Br)Br (Phosphorus tribromide). The solvent is C([O-])(O)=O.[Na+] (sodium bicarbonate), ClCCl (dichloromethane). The product is BrC1CCC(C2=CC=CC=C12)C(=O)OC (racemic methyl 4-bromo-1,2,3,4-tetrahydronaphthalene-1-carboxylate). Reaction SMILES: O[CH:2]1[C:11]2[C:6](=[CH:7][CH:8]=[CH:9][CH:10]=2)[CH:5]([C:12]([O:14][CH3:15])=[O:13])[CH2:4][CH2:3]1.P(Br)(Br)[Br:17]>ClCCl.C(=O)(O)[O-].[Na+]>[Br:17][CH:2]1[C:11]2[C:6](=[CH:7][CH:8]=[CH:9][CH:10]=2)[CH:5]([C:12]([O:14][CH3:15])=[O:13])[CH2:4][CH2:3]1 |f:3.4|. Procedure: Methyl 4-hydroxy-1,2,3,4-tetrahydronaphthalene-1-carboxylate (3.68 g, 17.84 mmol) was taken-up in dichloromethane (17.8 ml) and the solution was purged and then evacuated with argon. Phosphorus tribromide (3.4 ml, 36 mmol) was added, and the resulting mixture was allowed to stir at room temperature over the weekend. The reaction was diluted with aqueous sodium bicarbonate and product was extracted with dichloromethane (3×). The organic layer was dried over anhydrous sodium sulfate and concentrat... The reactants are C(C1=CC=CC=C1)OC1=C2CCCC(C2=CC=C1)C(=O)N(CC=1C=NNC1)C1=CC=C(C=C1)C(C)C (5-benzyloxy-N-(4-isopropylphenyl)-N-[(pyrazol-4-yl)methyl]-1,2,3,4-tetrahydronaphthalene-1-carboxamide), Cl.ClCC1=NC=CC(=C1)C (2-(chloromethyl)-4-methylpyridine hydrochloride). The product is C(C1=CC=CC=C1)OC1=C2CCCC(C2=CC=C1)C(=O)N(CC=1C=NN(C1)CC1=NC=CC(=C1)C)C1=CC=C(C=C1)C(C)C (5-benzyloxy-N-(4-isopropylphenyl)-N-({1-[(4-methylpyridin-2-yl)methyl]pyrazol-4-yl}methyl)-1,2,3,4-tetrahydronaphthalene-1-carboxamide). The yield is 70.1%. RXN SMILES: [CH2:1]([O:8][C:9]1[CH:18]=[CH:17][CH:16]=[C:15]2[C:10]=1[CH2:11][CH2:12][CH2:13][CH:14]2[C:19]([N:21]([C:28]1[CH:33]=[CH:32][C:31]([CH:34]([CH3:36])[CH3:35])=[CH:30][CH:29]=1)[CH2:22][C:23]1[CH:24]=[N:25][NH:26][CH:27]=1)=[O:20])[C:2]1[CH:7]=[CH:6][CH:5]=[CH:4][CH:3]=1.Cl.Cl[CH2:39][C:40]1[CH:45]=[C:44]([CH3:46])[CH:43]=[CH:42][N:41]=1>>[CH2:1]([O:8][C:9]1[CH:18]=[CH:17][CH:16]=[C:15]2[C:10]=1[CH2:11][CH2:12][CH2:13][CH:14]2[C:19]([N:21]([C:28]1[CH:29]=[CH:30][C:31]([CH:34]([CH3:36])[CH3:35])=[CH:32][CH:33]=1)[CH2:22][C:23]1[CH:27]=[N:26][N:25]([CH2:39][C:40]2[CH:45]=[C:44]([CH3:46])[CH:43]=[CH:42][N:41]=2)[CH:24]=1)=[O:20])[C:2]1[CH:3]=[CH:4][CH:5]=[CH:6][CH:7]=1 |f:1.2|. Procedure details: By the reaction and treatment in the same manner as in Example 271 using 5-benzyloxy-N-(4-isopropylphenyl)-N-[(pyrazol-4-yl)methyl]-1,2,3,4-tetrahydronaphthalene-1-carboxamide (0.62 g) and 2-(chloromethyl)-4-methylpyridine hydrochloride (0.46 g) as starting materials, 5-benzyloxy-N-(4-isopropylphenyl)-N-({1-[(4-methylpyridin-2-yl)methyl]pyrazol-4-yl}methyl)-1,2,3,4-tetrahydronaphthalene-1-carboxamide (0.53 g) was obtained. Starting materials: C(#N)C1=CC=C(C=C1)C1=NC2=C(N1CCC1=CC(=C(C=C1)OC)OC)C=CC(=C2)C(=O)NCCC(=O)OC (2-(4-cyano-phenyl)-1-[2-(3,4-dimethoxy-phenyl)-ethyl]-5-[(2-methoxycarbonyl-ethyl)-aminocarbonyl]-benzimidazole), N (ammonia). Run in C(C)(=O)OCC.C(C)O (ethyl acetate ethanol). The product is C(#N)C1=CC=C(C=C1)C1=NC2=C(N1CCCCCCCCCCCCCC)C=CC(=C2)C(=O)NCCC(=O)OC (2-(4-cyano-phenyl)-5-[(2-methoxycarbonyl-ethyl)-aminocarbonyl]-1-n-tetradecyl-benzimidazole). Reaction SMILES: [C:1]([C:3]1[CH:8]=[CH:7][C:6]([C:9]2[N:13]([CH2:14][CH2:15][C:16]3[CH:21]=[CH:20][C:19](OC)=[C:18](OC)[CH:17]=3)[C:12]3[CH:26]=[CH:27][C:28]([C:30]([NH:32][CH2:33][CH2:34][C:35]([O:37][CH3:38])=[O:36])=[O:31])=[CH:29][C:11]=3[N:10]=2)=[CH:5][CH:4]=1)#[N:2].N>C(OCC)(=O)C.C(O)C>[C:1]([C:3]1[CH:4]=[CH:5][C:6]([C:9]2[N:13]([CH2:14][CH2:15][CH2:16][CH2:21][CH2:20][CH2:19][CH2:18][CH2:17][CH2:7][CH2:8][CH2:3][CH2:4][CH2:5][CH3:6])[C:12]3[CH:26]=[CH:27][C:28]([C:30]([NH:32][CH2:33][CH2:34][C:35]([O:37][CH3:38])=[O:36])=[O:31])=[CH:29][C:11]=3[N:10]=2)=[CH:7][CH:8]=1)#[N:2] |f:2.3|. Reported procedure: The same procedure is used as in (1) Rf value: 0.60 (silica gel; ethyl acetate/ethanol/conc. ammonia=50:2:0.02) Reactants: O=[N+]([O-])c1c(N2CCOCC2)c(Nc2ccccc2)nc2ccccc12, C1CCOC1. Yields the product Nc1c(N2CCOCC2)c(Nc2ccccc2)nc2ccccc12. RXN SMILES: [NH:1]([c:2]1[cH:3][cH:4][cH:5][cH:6][cH:7]1)[c:8]1[n:9][c:10]2[cH:11][cH:12][cH:13][cH:14][c:15]2[c:16]([N+:24]([O-:25])=[O:26])[c:17]1[N:18]1[CH2:19][CH2:20][O:21][CH2:22][CH2:23]1.[O:27]1[CH2:28][CH2:29][CH2:30][CH2:31]1>>[NH:1]([c:2]1[cH:3][cH:4][cH:5][cH:6][cH:7]1)[c:8]1[n:9][c:10]2[cH:11][cH:12][cH:13][cH:14][c:15]2[c:16]([NH2:24])[c:17]1[N:18]1[CH2:19][CH2:20][O:21][CH2:22][CH2:23]1. Reactants: C=CBr, [Cl-], O=C(c1ccc(Cl)cc1)c1cccnc1, [Mg], [NH4+], C1CCOC1, O. The product is C=CC(O)(c1ccc(Cl)cc1)c1cccnc1. Reaction SMILES: [CH:1](=[CH2:2])[Br:3].[Cl-:20].[Cl:5][c:6]1[cH:7][cH:8][c:9]([C:10](=[O:11])[c:12]2[cH:13][n:14][cH:15][cH:16][cH:17]2)[cH:18][cH:19]1.[Mg:4].[NH4+:21].[O:22]1[CH2:23][CH2:24][CH2:25][CH2:26]1.[OH2:27]>>[CH:1](=[CH2:2])[C:10]([c:9]1[cH:8][cH:7][c:6]([Cl:5])[cH:19][cH:18]1)([OH:11])[c:12]1[cH:13][n:14][cH:15][cH:16][cH:17]1. Starting materials: Brc1ccc(C2OCCCO2)cn1, OCCO. The product is Brc1ccc(C2OCCO2)cn1. RXN SMILES: [Br:1][c:2]1[n:3][cH:4][c:5]([CH:8]2[O:9][CH2:10][CH2:11][CH2:12][O:13]2)[cH:6][cH:7]1.[CH2:14]([OH:15])[CH2:16][OH:17]>>[Br:1][c:2]1[n:3][cH:4][c:5]([CH:8]2[O:9][CH2:11][CH2:12][O:13]2)[cH:6][cH:7]1. Reactants: [BH4-], C1CCOC1, CCO, [Na+], COc1ccc(C(=O)c2ccccc2)c(O)c1. Yields the product COc1ccc(C(O)c2ccccc2)c(O)c1. RXN SMILES: [BH4-:1].[CH2:23]1[O:24][CH2:25][CH2:26][CH2:27]1.[CH3:20][CH2:21][OH:22].[Na+:2].[OH:3][c:4]1[c:5]([C:12](=[O:13])[c:14]2[cH:15][cH:16][cH:17][cH:18][cH:19]2)[cH:6][cH:7][c:8]([O:10][CH3:11])[cH:9]1>>[OH:3][c:4]1[c:5]([CH:12]([OH:13])[c:14]2[cH:15][cH:16][cH:17][cH:18][cH:19]2)[cH:6][cH:7][c:8]([O:10][CH3:11])[cH:9]1.